This data is from the Open Reaction Database (ORD), a public repository of structured organic reaction records. The task is: describe an organic reaction: reactants, conditions, products, and yield The reactants are CO, CC(C)N1CCC(Oc2ccc([N+](=O)[O-])cn2)CC1, [H][H]. The product is CC(C)N1CCC(Oc2ccc(N)cn2)CC1. As a reaction SMILES: [CH3:22][OH:23].[CH:1]([CH3:2])([CH3:3])[N:4]1[CH2:5][CH2:6][CH:7]([O:10][c:11]2[n:12][cH:13][c:14]([N+:17]([O-:18])=[O:19])[cH:15][cH:16]2)[CH2:8][CH2:9]1.[H:20][H:21]>>[CH:1]([CH3:2])([CH3:3])[N:4]1[CH2:5][CH2:6][CH:7]([O:10][c:11]2[n:12][cH:13][c:14]([NH2:17])[cH:15][cH:16]2)[CH2:8][CH2:9]1. Starting materials: N#CCN1C(=O)COc2ccccc21, CC(=O)OC(C)=O, [Na+], [OH-], O, O=[N+]([O-])O, O=S(=O)(O)O. Yields the product N#CCN1C(=O)COc2ccc([N+](=O)[O-])cc21. Reaction SMILES: [C:17](#[N:18])[CH2:19][N:20]1[C:21](=[O:30])[CH2:22][O:23][c:24]2[c:25]1[cH:26][cH:27][cH:28][cH:29]2.[CH3:5][C:6]([O:7][C:8](=[O:9])[CH3:10])=[O:11].[Na+:32].[OH-:31].[OH2:33].[OH:1][N+:2]([O-:3])=[O:4].[S:12](=[O:13])(=[O:14])([OH:15])[OH:16]>>[O-:1][N+:2](=[O:4])[c:27]1[cH:26][c:25]2[c:24]([cH:29][cH:28]1)[O:23][CH2:22][C:21](=[O:30])[N:20]2[CH2:19][C:17]#[N:18].